Dataset: the Open Reaction Database (ORD), a public repository of structured organic reaction records. Task: describe an organic reaction: reactants, conditions, products, and yield Procedure details: To a solution of ethyl 6-bromo-4-butoxy-2-cyclopropylmethyl-1-oxo-1,2-dihydro-3-isoquinolinecarboxylate (7.18 g, 17 mmol) in tetrahydrofuran (20 mL) and ethanol (20 mL) was added an aqueous solution (10 mL) of sodium hydroxide (2.04 g, 51 mmol). The obtained mixture was refluxed under heating for 12 h. The reaction mixture was poured into water, acidified with 1N hydrochloric acid and extracted with ethyl acetate. The extract was washed with brine, dried over anhydrous magnesium sulfate and conc... The solvent is O1CCCC1 (tetrahydrofuran), C(C)O (ethanol). The product is BrC=1C=C2C(=C(N(C(C2=CC1)=O)CC1CC1)C(=O)O)OCCCC (6-bromo-4-butoxy-2-cyclopropylmethyl-1-oxo-1,2-dihydro-3-isoquinolinecarboxylic acid). The yield is 95.6%. As a reaction SMILES: [Br:1][C:2]1[CH:3]=[C:4]2[C:9](=[CH:10][CH:11]=1)[C:8](=[O:12])[N:7]([CH2:13][CH:14]1[CH2:16][CH2:15]1)[C:6]([C:17]([O:19]CC)=[O:18])=[C:5]2[O:22][CH2:23][CH2:24][CH2:25][CH3:26].[OH-].[Na+].O.Cl>O1CCCC1.C(O)C>[Br:1][C:2]1[CH:3]=[C:4]2[C:9](=[CH:10][CH:11]=1)[C:8](=[O:12])[N:7]([CH2:13][CH:14]1[CH2:15][CH2:16]1)[C:6]([C:17]([OH:19])=[O:18])=[C:5]2[O:22][CH2:23][CH2:24][CH2:25][CH3:26] |f:1.2|. Reactants: BrC=1C=C2C(=C(N(C(C2=CC1)=O)CC1CC1)C(=O)OCC)OCCCC (ethyl 6-bromo-4-butoxy-2-cyclopropylmethyl-1-oxo-1,2-dihydro-3-isoquinolinecarboxylate), [OH-].[Na+] (sodium hydroxide), Cl (hydrochloric acid), O (water). Starting materials: ClC1=NC2=C(C=CC=C2C=C1C=O)C (2-chloro-8-methylquinoline-3-carbaldehyde), C([O-])([O-])=O.[Na+].[Na+] (sodium carbonate), C1(=C(C=CC=C1)B(O)O)C (o-tolylboronic acid), tetrakis(triphenyl-phosphine)palladium. Solvent: CC#N (MeCN), O (water). Product: CC=1C=CC=C2C=C(C(=NC12)C1=C(C=CC=C1)C)C=O (8-methyl-2-o-tolylquinoline-3-carbaldehyde). RXN SMILES: Cl[C:2]1[C:11]([CH:12]=[O:13])=[CH:10][C:9]2[C:4](=[C:5]([CH3:14])[CH:6]=[CH:7][CH:8]=2)[N:3]=1.[C:15]1([CH3:24])[CH:20]=[CH:19][CH:18]=[CH:17][C:16]=1B(O)O.C(=O)([O-])[O-].[Na+].[Na+]>CC#N.O>[CH3:14][C:5]1[CH:6]=[CH:7][CH:8]=[C:9]2[C:4]=1[N:3]=[C:2]([C:16]1[CH:17]=[CH:18][CH:19]=[CH:20][C:15]=1[CH3:24])[C:11]([CH:12]=[O:13])=[CH:10]2 |f:2.3.4|. Reported procedure: Prepared according to Procedure A using 2-chloro-8-methylquinoline-3-carbaldehyde (2.1 g, 10 mmol), o-tolylboronic acid (1.5 g, 1.1 eq), tetrakis(triphenyl-phosphine)palladium (575 mg, 0.05 eq), and sodium carbonate (5.5 g, 5 eq) in MeCN (75 mL) and water (25 mL). After purification, 8-methyl-2-o-tolylquinoline-3-carbaldehyde was obtained as white solid. 1H-NMR (CDCl3) 9.96 (s, 1H), 8.83 (s, 1H), 7.88 (d, J=7.8 Hz, 1H), 7.74 (d, J=6.3 Hz, 1H), 7.55 (t, J=7.8 Hz, 1H), 7.36-7.46 (m, 4H), 2.84 (s, ... The reactants are CC(C(=O)O)C=1C=CC2=C(CC=3C(=NC(=CC3)C)O2)C1 (α,2-dimethyl-5H-[1]benzopyrano [2,3-b]pyridine-7-acetic acid), C([O-])([O-])=O.[K+].[K+] (potassium carbonate), ClCC(=O)N (2-chloroacetamide), ice water. The solvent is CN(C=O)C (dimethylformamide). Conditions: temperature 80 celsius, time 1 hour. Yields the product CC(C(=O)OCC(N)=O)C=1C=CC2=C(CC=3C(=NC(=CC3)C)O2)C1 (carbamoylmethyl α,2-dimethyl-5H-[1]benzopyrano [2,3-b]pyridine-7-acetate). Isolated yield 82.5%. As a reaction SMILES: [CH3:1][CH:2]([C:6]1[CH:7]=[CH:8][C:9]2[O:19][C:13]3=[N:14][C:15]([CH3:18])=[CH:16][CH:17]=[C:12]3[CH2:11][C:10]=2[CH:20]=1)[C:3]([OH:5])=[O:4].C(=O)([O-])[O-].[K+].[K+].Cl[CH2:28][C:29]([NH2:31])=[O:30]>CN(C)C=O>[CH3:1][CH:2]([C:6]1[CH:7]=[CH:8][C:9]2[O:19][C:13]3=[N:14][C:15]([CH3:18])=[CH:16][CH:17]=[C:12]3[CH2:11][C:10]=2[CH:20]=1)[C:3]([O:5][CH2:28][C:29](=[O:30])[NH2:31])=[O:4] |f:1.2.3|. Reported procedure: To a solution of 2.7 g of α,2-dimethyl-5H-[1]benzopyrano [2,3-b]pyridine-7-acetic acid in 15 ml of dimethylformamide are added 0.8 g of potassium carbonate and 1.1 g of 2-chloroacetamide, and stirred at 80° C. for 1 hour under a nitrogen atmosphere. The reaction mixture is poured into ice water, and the precipitated crystals are collected by filtration, washed with water, and then recrystallized from ethanol to obtain 2.7 g of carbamoylmethyl α,2-dimethyl-5H-[1]benzopyrano [2,3-b]pyridine-7-acet... Procedure details: To a THF suspension (50 ml) containing sodium hydride (0.92 g, 21 mmol, 55% in oil) was added dropwise at 0° C. diethyl malonate (3.2 g, 20 mmol). The reaction liquid was heated to room temperature and stirred for 1 hour. The reaction liquid was stirred overnight together with allyl bromide (2.9 g, 24 mmol). With water added, the reaction liquid was extracted with ether. The organic layer was washed with a saturated aqueous solution of sodium chloride and dried with anhydrous magnesium sulfate. ... The solvent is O (water). Yields the product C(C=C)C(C(=O)OCC)C(=O)OCC (diethyl allylmalonate). Isolated yield 72.0%. The reactants are C(C=C)Br (allyl bromide), C1CCOC1 (THF), [H-].[Na+] (sodium hydride), C(CC(=O)OCC)(=O)OCC (diethyl malonate). Conditions: time 1 hour. As a reaction SMILES: [CH2:1]1[CH2:5]OC[CH2:2]1.[H-].[Na+].[C:8]([O:16][CH2:17][CH3:18])(=[O:15])[CH2:9][C:10]([O:12][CH2:13][CH3:14])=[O:11].C(Br)C=C>O>[CH2:5]([CH:9]([C:10]([O:12][CH2:13][CH3:14])=[O:11])[C:8]([O:16][CH2:17][CH3:18])=[O:15])[CH:1]=[CH2:2] |f:1.2|. Starting materials: CCO, Cl, CC(C)C(NC(=O)OC(C)(C)C)C(=O)OC1C(CO)OC(n2ccc(N)nc2=O)C1(C)O. Product: CC(C)C(N)C(=O)OC1C(CO)OC(n2ccc(N)nc2=O)C1(C)O. Reaction SMILES: [CH3:34][CH2:35][OH:36].[ClH:33].[NH2:1][c:2]1[n:3][c:4](=[O:32])[n:5]([CH:8]2[C:9]([CH3:30])([OH:31])[CH:10]([O:15][C:16]([CH:17]([CH:18]([CH3:19])[CH3:20])[NH:21][C:22]([O:23][C:24]([CH3:25])([CH3:26])[CH3:27])=[O:28])=[O:29])[CH:11]([CH2:13][OH:14])[O:12]2)[cH:6][cH:7]1>>[NH2:1][c:2]1[n:3][c:4](=[O:32])[n:5]([CH:8]2[C:9]([CH3:30])([OH:31])[CH:10]([O:15][C:16]([CH:17]([CH:18]([CH3:19])[CH3:20])[NH2:21])=[O:29])[CH:11]([CH2:13][OH:14])[O:12]2)[cH:6][cH:7]1. The reactants are Cc1cc2c(F)c(O)ccc2[nH]1, CN(C)c1ccncc1, CCOC(C)=O, COc1cc2c(Cl)ccnc2cc1OCc1ccccc1, C1COCCO1, O. Reaction SMILES: [CH3:22][c:23]1[nH:24][c:25]2[cH:26][cH:27][c:28]([OH:33])[c:29]([F:32])[c:30]2[cH:31]1.[CH3:34][N:35]([c:36]1[cH:37][cH:38][n:39][cH:40][cH:41]1)[CH3:42].[CH3:49][CH2:50][O:51][C:52]([CH3:53])=[O:54].[Cl:1][c:2]1[cH:3][cH:4][n:5][c:6]2[cH:7][c:8]([O:14][CH2:15][c:16]3[cH:17][cH:18][cH:19][cH:20][cH:21]3)[c:9]([O:12][CH3:13])[cH:10][c:11]12.[O:43]1[CH2:44][CH2:45][O:46][CH2:47][CH2:48]1.[OH2:55]>>[c:2]1([O:33][c:28]2[cH:27][cH:26][c:25]3[nH:24][c:23]([CH3:22])[cH:31][c:30]3[c:29]2[F:32])[cH:3][cH:4][n:5][c:6]2[cH:7][c:8]([O:14][CH2:15][c:16]3[cH:17][cH:18][cH:19][cH:20][cH:21]3)[c:9]([O:12][CH3:13])[cH:10][c:11]12. Product: COc1cc2c(Oc3ccc4[nH]c(C)cc4c3F)ccnc2cc1OCc1ccccc1. Starting materials: solution, FC(S(=O)(=O)[O-])(F)F.C(CCC)[B+]CCCC (di-n-butylboron trifluoromethanesulfonate), C(C)(C)N(CC)C(C)C (di-isopropylethylamine), FC(C(=O)OC)C(F)(F)F (Methyl 2,3,3,3-tetrafluoropropanoate), C(C)(=O)OCC (ethyl acetate). Run in ClCCl (dichloromethane), ClCCl (dichloromethane). Conditions: temperature 0 celsius, time 15 minute. Yields the product OCC(C(=O)OC)(C(F)(F)F)F (methyl 2-hydroxymethyl-2,3,3,3-tetrafluoropropanoate). RXN SMILES: [F:1][CH:2]([C:7]([F:10])([F:9])[F:8])[C:3]([O:5][CH3:6])=[O:4].FC(F)(F)S([O-])(=O)=O.C([B+]CCCC)CCC.C(N(C(C)C)CC)(C)C.[C:37](OCC)(=[O:39])C>ClCCl>[OH:39][CH2:37][C:2]([F:1])([C:7]([F:10])([F:9])[F:8])[C:3]([O:5][CH3:6])=[O:4] |f:1.2|. Procedure details: Methyl 2,3,3,3-tetrafluoropropanoate (27.0 g) was dissolved in dry dichloromethane and the solution stirred under a dry nitrogen atmosphere at 0° C. A one molar solution of di-n-butylboron trifluoromethanesulfonate in dichloromethane (190 ml) was added in portions over 15 minutes. After a further 15 minutes, the temperature was reduced to -10° C. and di-isopropylethylamine (35 ml) was added in portions, then stirring was continued for a further 2 hours. Paraformaldehyde (100 g) (previously dried... The reactants are [N+](=O)([O-])C=1C=C(C=O)C=CC1 (3-nitrobenzaldehyde), C[Si](C)(C)C#N (trimethylsilyl cyanide), Cl (hydrochloric acid), C(C)OCC (diethyl ether). The reagents and catalysts are [I-].[Zn+2].[I-] (zinc iodide). Run in ClCCl (dichloromethane). Conditions: time 6 hour. Product: OC(C#N)C1=CC(=CC=C1)[N+](=O)[O-] (2-Hydroxy-2-(3-nitrophenyl)acetonitrile). The yield is 84.8%. RXN SMILES: [N+:1]([C:4]1[CH:5]=[C:6]([CH:9]=[CH:10][CH:11]=1)[CH:7]=[O:8])([O-:3])=[O:2].C[Si]([C:16]#[N:17])(C)C.Cl.C(OCC)C>ClCCl.[I-].[Zn+2].[I-]>[OH:8][CH:7]([C:6]1[CH:9]=[CH:10][CH:11]=[C:4]([N+:1]([O-:3])=[O:2])[CH:5]=1)[C:16]#[N:17] |f:5.6.7|. Reported procedure: To a stirred solution of 3-nitrobenzaldehyde (5.0 g, 33.1 mmol) in dichloromethane (30 ml) at 0 ° C. was added trimethylsilyl cyanide (4.63 ml, 34.7 mmol). After stirring for 6 h at room temperature, zinc iodide (210 mg, 0.66 mmol) was added which caused the reaction mixture to warm and gently reflux. After 30 min, the reaction mixture was treated with hydrochloric acid (2M, 100 ml) and diethyl ether (150 ml) and stirred vigorously for 16 h. The phases were separated and the aqueous phase was fu...